This data is from the Open Reaction Database (ORD), a public repository of structured organic reaction records. The task is: describe an organic reaction: reactants, conditions, products, and yield The reactants are C(C)OC(=O)C1=CC2=NC=CC=C2N1 (1H-pyrrolo[3,2-b]pyridine-2-carboxylic acid ethyl ester), C(C)(=O)O (acetic acid). The solvent is [OH-].[Na+] (sodium hydroxide). Reaction conditions: time 16 hour. The product is N1C(=CC2=NC=CC=C21)C(=O)O (1H-Pyrrolo[3,2-b]pyridine-2-carboxylic acid). Reaction SMILES: C([O:3][C:4]([C:6]1[NH:14][C:13]2[C:8](=[N:9][CH:10]=[CH:11][CH:12]=2)[CH:7]=1)=[O:5])C.C(O)(=O)C>[OH-].[Na+]>[NH:14]1[C:13]2[C:8](=[N:9][CH:10]=[CH:11][CH:12]=2)[CH:7]=[C:6]1[C:4]([OH:5])=[O:3] |f:2.3|. Procedure: A suspension of 1H-pyrrolo[3,2-b]pyridine-2-carboxylic acid ethyl ester (Preparation 31, 0.34 g, 1.77 mmol) in aqueous sodium hydroxide solution (2M, 10 mL) was heated under reflux for 3 h and the resulting solution was allowed to cool to rt. The pH was adjusted to 4 by addition of glacial acetic acid. Excess acetic acid was removed in vacuo and the resulting suspension cooled to 0° C. and then left standing at rt for 16 h. The resulting beige precipitate was collected by filtration and dried to... The reactants are ClC1=C(C=CC(=C1)C(=O)OC)C1=C(C=C(C=C1)OC)F (methyl 2-chloro-2′-fluoro-4′-methoxybiphenyl-4-carboxylate), [I-] (iodide), OS(=O)[O-].[Na+] (NaHSO3). The reagents and catalysts are S(=O)(=O)([O-])[O-].[Ag+2] (silver sulfate). The solvent is CO (methanol). Product: ClC1=C(C=CC(=C1)C(=O)OC)C1=C(C=C(C(=C1)I)OC)F (Methyl 2-chloro-2′-fluoro-5′-iodo-4′-methoxybiphenyl-4-carboxylate). As a reaction SMILES: [Cl:1][C:2]1[CH:7]=[C:6]([C:8]([O:10][CH3:11])=[O:9])[CH:5]=[CH:4][C:3]=1[C:12]1[CH:17]=[CH:16][C:15]([O:18][CH3:19])=[CH:14][C:13]=1[F:20].[I-:21].OS([O-])=O.[Na+]>S([O-])([O-])(=O)=O.[Ag+2].CO>[Cl:1][C:2]1[CH:7]=[C:6]([C:8]([O:10][CH3:11])=[O:9])[CH:5]=[CH:4][C:3]=1[C:12]1[CH:17]=[C:16]([I:21])[C:15]([O:18][CH3:19])=[CH:14][C:13]=1[F:20] |f:2.3,4.5|. Procedure details: methyl 2-chloro-2′-fluoro-4′-methoxybiphenyl-4-carboxylate (550 mg, 1.87 mmol), methanol (8 mL), iodide (474 mg, 1.87 mmol) and silver sulfate (583 mg, 1.87 mmol) were stirred at room temperature for 2 hours. Reaction crude was worked up with NaHSO3 (aq). Volatiles were removed under reduced pressure. The pot residue was worked up with brine, extracted with ethyl acetate, dried over Na2SO4, filtered and evaporated to afford a light brown solid. This solid was purified by SiO2 (Biotage Horizon Fl...